Dataset: the Open Reaction Database (ORD), a public repository of structured organic reaction records. Task: describe an organic reaction: reactants, conditions, products, and yield The reactants are NC(C(=O)N(CC=1C=CC=C2C=NNC12)CC(OCC)OCC)CC1=CC=C(C=C1)OC(C)(C)C (2-Amino-3-(4-tert-butoxy-phenyl)-N-(2,2-diethoxy-ethyl)-N-(1H-indazol-7-ylmethyl)-propionamide), C(C1=CC=CC=C1)NC(N[C@@H](CC(=O)O)CC=C)=O ((3R)-3-(3-Benzyl-ureido)-hex-5-enoic acid), CCN=C=NCCCN(C)C (EDCI), C=1C=CC2=C(C1)N=NN2O (HOBt), CCN(C(C)C)C(C)C (DIEA). The solvent is CCOC(=O)C (EtOAc), C(Cl)Cl (CH2Cl2), C(Cl)Cl (CH2Cl2). Run at time 40 minute. Yields the product C(C)(C)(C)OC1=CC=C(C=C1)CC(C(N(CC=1C=CC=C2C=NNC12)CC(OCC)OCC)=O)NC(CC(CC=C)NC(=O)NCC1=CC=CC=C1)=O (3-(3-Benzyl-ureido)-hex-5-enoic acid {2-(4-tert-butoxy-phenyl)-1-[(2,2-diethoxy-ethyl)-(1H-indazol-7-ylmethyl)-carbamoyl]-ethyl}-amide). As a reaction SMILES: [NH2:1][CH:2]([CH2:24][C:25]1[CH:30]=[CH:29][C:28]([O:31][C:32]([CH3:35])([CH3:34])[CH3:33])=[CH:27][CH:26]=1)[C:3]([N:5]([CH2:16][CH:17]([O:21][CH2:22][CH3:23])[O:18][CH2:19][CH3:20])[CH2:6][C:7]1[CH:8]=[CH:9][CH:10]=[C:11]2[C:15]=1[NH:14][N:13]=[CH:12]2)=[O:4].[CH2:36]([NH:43][C:44](=[O:54])[NH:45][C@H:46]([CH2:51][CH:52]=[CH2:53])[CH2:47][C:48](O)=[O:49])[C:37]1[CH:42]=[CH:41][CH:40]=[CH:39][CH:38]=1.CCN=C=NCCCN(C)C.C1C=CC2N(O)N=NC=2C=1.CCN(C(C)C)C(C)C>C(Cl)Cl.CCOC(C)=O>[C:32]([O:31][C:28]1[CH:29]=[CH:30][C:25]([CH2:24][CH:2]([NH:1][C:48](=[O:49])[CH2:47][CH:46]([NH:45][C:44]([NH:43][CH2:36][C:37]2[CH:42]=[CH:41][CH:40]=[CH:39][CH:38]=2)=[O:54])[CH2:51][CH:52]=[CH2:53])[C:3](=[O:4])[N:5]([CH2:16][CH:17]([O:21][CH2:22][CH3:23])[O:18][CH2:19][CH3:20])[CH2:6][C:7]2[CH:8]=[CH:9][CH:10]=[C:11]3[C:15]=2[NH:14][N:13]=[CH:12]3)=[CH:26][CH:27]=1)([CH3:33])([CH3:35])[CH3:34]. Procedure details: To a solution of 2-Amino-3-(4-tert-butoxy-phenyl)-N-(2,2-diethoxy-ethyl)-N-(1H-indazol-7-ylmethyl)-propionamide in CH2Cl2 (50 mL) was added a solution of (3R)-3-(3-Benzyl-ureido)-hex-5-enoic acid (1.6 g, 6.1 mmol), EDCI (1.17 g, 1.2 eq), HOBt (0.93 g, 1.2 eq), DIEA (2.13 mL, 12.2 mmol) in CH2Cl2 (100 mL) stirred for 40 min. The reaction mixture was stirred at room temperature for 14 h, and then diluted with EtOAc, washed with water and brine. The organic layer was dried with Na2SO4 and concentra... Starting materials: COC=1C=C2C(=C(N(C2=CC1)CCCCCCCC)C)CC(=O)N (5-methoxy-2-methyl-1-octyl-1H-indole-3-acetamide), B(Br)(Br)Br.C(Cl)Cl (BBr3 methylene chloride), O (water), C(C)(=O)OCC (ethyl acetate). The solvent is C(Cl)Cl (methylene chloride). The product is OC=1C=C2C(=C(N(C2=CC1)CCCCCCCC)C)CC(=O)N (5-hydroxy-2-methyl-1-octyl-1H-indole-3-acetamide). Isolated yield 1.6%. Reaction SMILES: C[O:2][C:3]1[CH:4]=[C:5]2[C:9](=[CH:10][CH:11]=1)[N:8]([CH2:12][CH2:13][CH2:14][CH2:15][CH2:16][CH2:17][CH2:18][CH3:19])[C:7]([CH3:20])=[C:6]2[CH2:21][C:22]([NH2:24])=[O:23].B(Br)(Br)Br.C(Cl)Cl.O.C(OCC)(=O)C>C(Cl)Cl>[OH:2][C:3]1[CH:4]=[C:5]2[C:9](=[CH:10][CH:11]=1)[N:8]([CH2:12][CH2:13][CH2:14][CH2:15][CH2:16][CH2:17][CH2:18][CH3:19])[C:7]([CH3:20])=[C:6]2[CH2:21][C:22]([NH2:24])=[O:23] |f:1.2|. Procedure details: A solution of 1.03 g (3.1 mmol) of 5-methoxy-2-methyl-1-octyl-1H-indole-3-acetamide and 5 mL of 1M BBr3/methylene chloride in 50 mL of methylene chloride was stirred for 24 hours, poured into water and 150 mL of ethyl acetate added. The organic layer was separated, washed with NaHCO3 solution, dried (Na2SO4) and concentrated at reduced pressure. The residue was chromatographed on silica gel by eluting with 5% MeOH/methylene chloride to give 16 mg (32% yield) of 5-hydroxy-2-methyl-1-octyl-1H-indo...